Dataset: the Open Reaction Database (ORD), a public repository of structured organic reaction records. Task: describe an organic reaction: reactants, conditions, products, and yield Reactants: CO (MeOH), C1(CC1)CO[C@@H]1COC[C@H]1NC=1C(N(C(=CN1)Cl)CC(=O)O)=O (3-(trans-3-Cyclopropylmethoxytetrahydrofuran-4-ylamino)-6-chloro-1-carboxymethylpyrazinone), Cl.Cl.NCC=1C=C2C(=CNC2=NC1)Cl (5-aminomethyl-3-chloro-7-azaindole bis-hydrochloride salt), C=1C=CC2=C(C1)N=NN2O (HOBT), CCN(C(C)C)C(C)C (DIEA), C(CCl)Cl (EDC). Solvent: Cl (HCl), CN(C)C=O (DMF). Reaction conditions: time 18 hour. Yields the product C1(CC1)CO[C@@H]1COC[C@H]1NC=1C(N(C(=CN1)Cl)CC(=O)NCC=1C=C2C(=CNC2=NC1)Cl)=O (3-(trans-3-Cyclopropylmethoxytetrahydrofuran-4-ylamino)-6-chloro-1-(3-chloro-7-azaindol-5-ylmethylaminocarbonylmethyl)pyrazinone). Reaction SMILES: [CH:1]1([CH2:4][O:5][C@H:6]2[C@H:10]([NH:11][C:12]3[C:13](=[O:23])[N:14]([CH2:19][C:20]([OH:22])=O)[C:15]([Cl:18])=[CH:16][N:17]=3)[CH2:9][O:8][CH2:7]2)[CH2:3][CH2:2]1.Cl.Cl.[NH2:26][CH2:27][C:28]1[CH:29]=[C:30]2[C:34](=[N:35][CH:36]=1)[NH:33][CH:32]=[C:31]2[Cl:37].C1C=CC2N(O)N=NC=2C=1.CCN(C(C)C)C(C)C.C(Cl)CCl.CO>CN(C=O)C.Cl>[CH:1]1([CH2:4][O:5][C@H:6]2[C@H:10]([NH:11][C:12]3[C:13](=[O:23])[N:14]([CH2:19][C:20]([NH:26][CH2:27][C:28]4[CH:29]=[C:30]5[C:34](=[N:35][CH:36]=4)[NH:33][CH:32]=[C:31]5[Cl:37])=[O:22])[C:15]([Cl:18])=[CH:16][N:17]=3)[CH2:9][O:8][CH2:7]2)[CH2:2][CH2:3]1 |f:1.2.3|. Reported procedure: To a stirred solution of 3-(trans-3-cyclopropylmethoxytetrahydrofuran-4-ylamino)-6-chloro-1-carboxymethylpyrazinone from step 7 above (50 mg, 0.15 mmol) in DMF (1.0 mL) was added 5-aminomethyl-3-chloro-7-azaindole bis-hydrochloride salt (41 mg, 0.16 mmol) and HOBT (24 mg, 0.16 mmol). The solution was brought to pH 7 by the addition of DIEA (approximately 0.1 mL). EDC (70 mg, 0.24 mmol) was added and the solution was stirred at ambient temperature for 18 h. The reaction was concentrated in vacuo ...